Dataset: the Open Reaction Database (ORD), a public repository of structured organic reaction records. Task: describe an organic reaction: reactants, conditions, products, and yield Starting materials: [H-].[Al+3].[Li+].[H-].[H-].[H-] (lithium aluminum hydride), O=C1C2=C(C=CC3=C1C=CC(=C3)C(C(=O)O)C)C=CC=C2 (2-(5-oxo-5H-dibenzo[a,d]cyclohepten-2-yl)propionic acid). The solvent is CCOCC (ether). Reaction conditions: time 2 hour. Product: O=C1C2=C(C=CC3=C1C=CC(=C3)C(CO)C)C=CC=C2 (2-(5-oxo-5H-dibenzo[a,d]cyclohepten-2-yl)propan-1-ol). RXN SMILES: [H-].[Al+3].[Li+].[H-].[H-].[H-].[O:7]=[C:8]1[C:14]2[CH:15]=[CH:16][C:17]([CH:19]([CH3:23])[C:20](O)=[O:21])=[CH:18][C:13]=2[CH:12]=[CH:11][C:10]2[CH:24]=[CH:25][CH:26]=[CH:27][C:9]1=2>CCOCC>[O:7]=[C:8]1[C:14]2[CH:15]=[CH:16][C:17]([CH:19]([CH3:23])[CH2:20][OH:21])=[CH:18][C:13]=2[CH:12]=[CH:11][C:10]2[CH:24]=[CH:25][CH:26]=[CH:27][C:9]1=2 |f:0.1.2.3.4.5|. Procedure details: 0.5 G. of lithium aluminum hydride is added to a solution of 2.78 g. of 2-(5-oxo-5H-dibenzo[a,d]cyclohepten-2-yl)propionic acid in 200 ml. of anhydrous ether. The mixture is stirred for 2 hours and then excess hydride is destroyed by sequential addition of ethyl acetate, methanol and water. The ethereal solution is separated and filtered and to it is added 15 g. of activated manganese dioxide. The mixture is stirred for 8 hours, then filtered through 10 g. of silica gel and the eluate evaporated... Starting materials: CNN (methylhydrazine), ClC1=C2C(=NC=N1)N(N=C2)C (4-chloro-1-methylpyrazolo[3,4-d]pyrimidine). The solvent is C(C)O (ethanol). Yields the product CN1N=CC=2C1=NC=NC2N(N)C (1-Methyl-4-(1-methylhydrazino)pyrazolo[3,4-d]pyrimidine). RXN SMILES: [CH3:1][NH:2][NH2:3].Cl[C:5]1[N:10]=[CH:9][N:8]=[C:7]2[N:11]([CH3:14])[N:12]=[CH:13][C:6]=12>C(O)C>[CH3:1][N:2]1[C:5]2=[N:10][CH:9]=[N:8][C:7]([N:11]([CH3:14])[NH2:12])=[C:6]2[CH:13]=[N:3]1. Procedure details: 1.7 g. of methylhydrazine is dissolved in 30 ml. of ethanol. 3.3 g. of 4-chloro-1-methylpyrazolo[3,4-d]pyrimidine is added portionwise. The mixture is refluxed for 30 minutes and then allowed to stand in the refigerator overnight. The mixture is filtered and the product, 1-methyl-4-(1-methylhydrazino)pyrazolo[3,4-d]pyrimidine, is recrystallized from ethanol-methanol, m.p. 213°-215° (yield 4.2 g.). The yield is 56.0%. The reactants are CC=1C=C(N=NC1OCC(F)(F)F)C(C)=O (1-(5-methyl-6-(2,2,2-trifluoroethoxy)pyridazin-3-yl)ethanone), CC(C)(C)[S@@](=O)N ((R)-2-methylpropane-2-sulfinamide), Amine-1. Reaction SMILES: [CH3:1][C:2]1[CH:3]=[C:4]([C:14](=O)[CH3:15])[N:5]=[N:6][C:7]=1[O:8][CH2:9][C:10]([F:13])([F:12])[F:11].[CH3:17][C:18]([S@:21]([NH2:23])=[O:22])([CH3:20])[CH3:19]>>[CH3:17][C:18]([S@:21]([NH:23][CH:14]([C:4]1[N:5]=[N:6][C:7]([O:8][CH2:9][C:10]([F:13])([F:12])[F:11])=[C:2]([CH3:1])[CH:3]=1)[CH3:15])=[O:22])([CH3:20])[CH3:19]. Procedure details: The title compound is prepared in 56% yield (402 mg, brown oil) from 1-(5-methyl-6-(2,2,2-trifluoroethoxy)pyridazin-3-yl)ethanone (500 mg, 2.14 mmol, Step-5) and (R)-2-methylpropane-2-sulfinamide (388 mg, 3.20 mmol) in a similar manner to Step-4 of Amine-1. Yields the product CC(C)(C)[S@@](=O)NC(C)C=1N=NC(=C(C1)C)OCC(F)(F)F ((R)-2-methyl-N-(1-(5-methyl-6-(2,2,2-trifluoroethoxy)pyridazin-3-yl)ethyl)propane-2-sulfinamide). The reactants are C(C)OC(C=C)OCC (3,3-diethoxy-1-propene), C(C)O[SiH](OCC)OCC (triethoxysilane), hydrogen hexachloroplatinate. The product is C(C)OC(CC[Si](OCC)(OCC)OCC)OCC (3,3-diethoxypropyltriethoxysilane). As a reaction SMILES: [CH2:1]([O:3][CH:4]([O:7][CH2:8][CH3:9])[CH:5]=[CH2:6])[CH3:2].[CH2:10]([O:12][SiH:13]([O:17][CH2:18][CH3:19])[O:14][CH2:15][CH3:16])[CH3:11]>>[CH2:1]([O:3][CH:4]([O:7][CH2:8][CH3:9])[CH2:5][CH2:6][Si:13]([O:17][CH2:18][CH3:19])([O:14][CH2:15][CH3:16])[O:12][CH2:10][CH3:11])[CH3:2]. Procedure: A round-bottomed flask is introduced with 2 g (1.1 equivalent) of 3,3-diethoxy-1-propene produced in Example 1, and 2 ml (1 equivalent) of triethoxysilane commercially available from Aldrich, Co. Then, hydrogen hexachloroplatinate (H2PtCl6), a metal catalyst, is added in the amount of 1 ppm to the solution. After that, the resulting mixture is allowed to react at 100° C. under atmospheric pressure for 48 hours. Next, the resulting material is fractionally distilled under a vacuum, thereby giving... Starting materials: O=C(OC)C=1C=CC=CC1C. The reagents and catalysts are O1B(OC(C)(C)C1(C)C)B2OC(C)(C)C(O2)(C)C, N=1C=CC(=CC1C=2N=CC=C(C2)C(C)(C)C)C(C)(C)C, C[OH2+].C[OH2+].C1CC=CCCC=C1.C1CC=CCCC=C1.[Ir].[Ir]. The solvent is O(C)C(C)(C)C. Conditions: temperature 25 celsius, time 16 hour. Yields the product O=C(OC)C1=CC=C(C=C1C)B2OC(C)(C)C(O2)(C)C, O=C(OC)C1=CC(=CC=C1C)B2OC(C)(C)C(O2)(C)C. Isolated yield 27.0%. Procedure details: General procedure D was applied to methyl 2-methylbenzoate15h(30 mg, 0.2 mmol). The reaction mixture was allowed to stand for 16hoursgiving a conversion of >99%(GC-MS) and 16hand 17hin a 73:27 mixture (1H NMR spectrum). Solvent: C1(=CC=CC=C1)C (toluene). Yield: 133.8%. Yields the product C(C)(C)(CC)C1=C(OCC(=O)O)C=CC(=C1)C(C)(C)CC (2-(2,4-di-t-amylphenoxy)acetic acid). Reactants: C(C)(C)(CC)C1=C(OCC(=O)OCC)C=CC(=C1)C(C)(C)CC (ethyl 2-(2,4-di-t-amylphenoxy)acetate), [OH-].[Na+] (sodium hydroxide), S(O)(O)(=O)=O (sulfuric acid), O (water). RXN SMILES: [C:1]([C:6]1[CH:18]=[C:17]([C:19]([CH2:22][CH3:23])([CH3:21])[CH3:20])[CH:16]=[CH:15][C:7]=1[O:8][CH2:9][C:10]([O:12]CC)=[O:11])([CH2:4][CH3:5])([CH3:3])[CH3:2].[OH-].[Na+].S(=O)(=O)(O)O.O>C1(C)C=CC=CC=1>[C:1]([C:6]1[CH:18]=[C:17]([C:19]([CH2:22][CH3:23])([CH3:21])[CH3:20])[CH:16]=[CH:15][C:7]=1[O:8][CH2:9][C:10]([OH:12])=[O:11])([CH2:4][CH3:5])([CH3:3])[CH3:2] |f:1.2|. Conditions: time 6 hour. Procedure details: The above ethyl 2-(2,4-di-t-amylphenoxy)acetate (293 g) and 27% aqueous sodium hydroxide (401.4 g) were placed in a 3-liter flask. The mixture was kept at 98° C. for 6 hours, and the hydrolysis reaction was completed. After completion of the reaction, the mixture was adjusted to pH 2 or lower by the addition of 40% aqueous sulfuric acid (349.9 g) and water (250 g), and toluene (289.5 g) was added thereto, followed by extraction. The water layer was separated with a separatory funnel, and the tol... Reactants: FC1=CC=C(C=C1)P(OCC)(OCC)=O (Diethyl 4-fluorophenylphosphonate), ( 3.49 ), 31P{1H}, ( 40.33 ). Solvent: Cl (HCl). The product is FC1=CC=C(C=C1)P(O)(O)=O (4-fluorophenylphosphonic acid). RXN SMILES: [F:1][C:2]1[CH:7]=[CH:6][C:5]([P:8](=[O:15])([O:12]CC)[O:9]CC)=[CH:4][CH:3]=1>Cl>[F:1][C:2]1[CH:3]=[CH:4][C:5]([P:8](=[O:9])([OH:15])[OH:12])=[CH:6][CH:7]=1. Procedure: Diethyl 4-fluorophenylphosphonate (600 mg, 2.55 mmol) was combined with 8M HCl (10 mL, excess) and the mixture refluxed overnight. The reaction was cooled and filtered to remove dark specks. The solvent was removed under vacuum until a solid began to form. The mixture was then put in the refrigerator for several hours. The solid was dried to yield an off-white powder (P80 mg). 1H NMR (400.14 MHz, DMSO) δ 7.71 (ddd, J=12.49, 8.52, 5.99 Hz, 2H), 7.28 (ddd, J=9.02, 9.02, 2.65 Hz, 2H). 31P{1H} NMR (...